describe an organic reaction: reactants, conditions, products, and yield From a dataset of the Open Reaction Database (ORD), a public repository of structured organic reaction records. Reactants: O=C(n1ccnc1)n1ccnc1, C1CCOC1, CCN(C(C)C)C(C)C, O=C(O)c1cnc2c(c1)ncn2-c1ccc(OCc2ccc(OC(F)(F)F)cc2)cc1, NCCN1CCOCC1. The product is O=C(NCCN1CCOCC1)c1cnc2c(c1)ncn2-c1ccc(OCc2ccc(OC(F)(F)F)cc2)cc1. Reaction SMILES: [C:32]([n:33]1[cH:34][cH:35][n:36][cH:37]1)([n:38]1[cH:39][cH:40][n:41][cH:42]1)=[O:43].[CH2:62]1[O:63][CH2:64][CH2:65][CH2:66]1.[CH:44]([N:45]([CH2:46][CH3:47])[CH:48]([CH3:49])[CH3:50])([CH3:51])[CH3:52].[F:1][C:2]([O:3][c:4]1[cH:5][cH:6][c:7]([CH2:8][O:9][c:10]2[cH:11][cH:12][c:13](-[n:16]3[cH:17][n:18][c:19]4[c:20]3[n:21][cH:22][c:23]([C:25](=[O:26])[OH:27])[cH:24]4)[cH:14][cH:15]2)[cH:28][cH:29]1)([F:30])[F:31].[O:53]1[CH2:54][CH2:55][N:56]([CH2:59][CH2:60][NH2:61])[CH2:57][CH2:58]1>>[F:1][C:2]([O:3][c:4]1[cH:5][cH:6][c:7]([CH2:8][O:9][c:10]2[cH:11][cH:12][c:13](-[n:16]3[cH:17][n:18][c:19]4[c:20]3[n:21][cH:22][c:23]([C:25](=[O:27])[NH:61][CH2:60][CH2:59][N:56]3[CH2:55][CH2:54][O:53][CH2:58][CH2:57]3)[cH:24]4)[cH:14][cH:15]2)[cH:28][cH:29]1)([F:30])[F:31]. Starting materials: O=Cc1cccc(-c2ccnc(Cl)n2)c1, CC(N)CO. Yields the product CC(CO)NCc1cccc(-c2ccnc(Cl)n2)c1. Reaction SMILES: [Cl:1][c:2]1[n:3][cH:4][cH:5][c:6](-[c:8]2[cH:9][c:10]([CH:11]=[O:12])[cH:13][cH:14][cH:15]2)[n:7]1.[NH2:16][CH:17]([CH2:18][OH:19])[CH3:20]>>[Cl:1][c:2]1[n:3][cH:4][cH:5][c:6](-[c:8]2[cH:9][c:10]([CH2:11][NH:16][CH:17]([CH2:18][OH:19])[CH3:20])[cH:13][cH:14][cH:15]2)[n:7]1. Reactants: ClC=1C=C(C=CC1F)NC1=NC=NC2=CC(=C(C=C12)NC(\C=C\CN(C)C)=O)O[C@@H]1COCC1 ((E)-4-dimethylamino-but-2-enoic acid-(4-(3-chloro-4-fluoro-phenylamino)-7-((S)-tetrahydrofuran-3-yloxy)-quinazolin-6-yl)-amide), C(\C=C/C(=O)O)(=O)O (maleic acid). Solvent: C(C)O (ethanol), C(C)O (ethanol). Conditions: temperature 70 celsius, time 2 hour. The product is C(\C=C/C(=O)O)(=O)O.C(\C=C/C(=O)O)(=O)O.ClC=1C=C(C=CC1F)NC1=NC=NC2=CC(=C(C=C12)NC(\C=C\CN(C)C)=O)O[C@@H]1COCC1 ((E)-4-dimethylamino-but-2-enoic acid-(4-(3-chloro-4-fluoro-phenylamino)-7-((S)-tetra-hydrofuran-3-yloxy)-quinazolin-6yl)-amide dimaleate). As a reaction SMILES: [Cl:1][C:2]1[CH:3]=[C:4]([NH:9][C:10]2[C:19]3[C:14](=[CH:15][C:16]([O:29][C@H:30]4[CH2:34][CH2:33][O:32][CH2:31]4)=[C:17]([NH:20][C:21](=[O:28])/[CH:22]=[CH:23]/[CH2:24][N:25]([CH3:27])[CH3:26])[CH:18]=3)[N:13]=[CH:12][N:11]=2)[CH:5]=[CH:6][C:7]=1[F:8].[C:35]([OH:42])(=[O:41])/[CH:36]=[CH:37]\[C:38]([OH:40])=[O:39]>C(O)C>[C:35]([OH:42])(=[O:41])/[CH:36]=[CH:37]\[C:38]([OH:40])=[O:39].[C:35]([OH:42])(=[O:41])/[CH:36]=[CH:37]\[C:38]([OH:40])=[O:39].[Cl:1][C:2]1[CH:3]=[C:4]([NH:9][C:10]2[C:19]3[C:14](=[CH:15][C:16]([O:29][C@H:30]4[CH2:34][CH2:33][O:32][CH2:31]4)=[C:17]([NH:20][C:21](=[O:28])/[CH:22]=[CH:23]/[CH2:24][N:25]([CH3:26])[CH3:27])[CH:18]=3)[N:13]=[CH:12][N:11]=2)[CH:5]=[CH:6][C:7]=1[F:8] |f:3.4.5|. Procedure: 6.0 kg (12.35 mol) of (E)-4-dimethylamino-but-2-enoic acid-(4-(3-chloro-4-fluoro-phenylamino)-7-((S)-tetrahydrofuran-3-yloxy)-quinazolin-6-yl)-amide are placed in 84 litres of ethanol and heated to 70° C. and combined with a solution of 2.94 kg (25.31 mol) of maleic acid in 36 liters of ethanol. After crystallisation has set in, first the mixture is cooled to 20° C. and stirred for 2 hours, then for 3 hours at 0° C. The precipitate is suction filtered, washed with 19 liters of ethanol and dried ... Starting materials: Cl.ClCCOC1=C(C=C2C(=NC=NC2=C1)NC1=CC(=CC=C1)C#C)OCCOC ([7-(2-Chloro-ethoxy)-6-(2-methoxy-ethoxy)-quinazolin-4-yl]-(3-ethynyl-phenyl)-amine Hydrochloride), C(C(O)C)(=S)O (thiolactic acid), [OH-].[K+] (KOH), O (H2O), CN(C)C=O (DMF). Run in C(C)(=O)O (acetic acid). Reaction conditions: temperature 50 celsius, time 72 hour. Yields the product [NH4+].C(#C)C=1C=C(C=CC1)NC1=NC=NC2=CC(=C(C=C12)OCCOC)OCCSC(C(=O)[O-])C (2-{2-[4-(3-Ethynyl-phenylamino)-6-(2-methoxy-ethoxy)-quinazolin-7-yloxy]-ethylsulfanyl}-propionic Acid Ammonium Salt). Isolated yield 18.0%. RXN SMILES: Cl.Cl[CH2:3][CH2:4][O:5][C:6]1[CH:15]=[C:14]2[C:9]([C:10]([NH:16][C:17]3[CH:22]=[CH:21][CH:20]=[C:19]([C:23]#[CH:24])[CH:18]=3)=[N:11][CH:12]=[N:13]2)=[CH:8][C:7]=1[O:25][CH2:26][CH2:27][O:28][CH3:29].[C:30](O)(=[S:34])[CH:31](C)O.[OH-:36].[K+].O.CN([CH:42]=[O:43])C>C(O)(=O)C>[NH4+:11].[C:23]([C:19]1[CH:18]=[C:17]([NH:16][C:10]2[C:9]3[C:14](=[CH:15][C:6]([O:5][CH2:4][CH2:3][S:34][CH:30]([CH3:31])[C:42]([O-:43])=[O:36])=[C:7]([O:25][CH2:26][CH2:27][O:28][CH3:29])[CH:8]=3)[N:13]=[CH:12][N:11]=2)[CH:22]=[CH:21][CH:20]=1)#[CH:24] |f:0.1,3.4,8.9|. Procedure: The title product of Example 34 (150 mg, 0.34 mmol) was added to a solution of thiolactic acid (100 μL, 1.14 mmol) and KOH (150 mg, 2.7 mmol) in degassed DMF (5 mL)/H2O (0.5 mL). The reaction mixture was stirred at 50° C. under an atmosphere of N2 for 72 hours and then cooled to room temperature. The pH of the mixture was adjusted to about 4.0 with acetic acid and then partitioned between CHCl3 and brine. The organic extracts were washed with brine, dried over Na2SO4, filtered and concentrated i... Starting materials: CCOC(=O)C1=Cc2cc(CC)cc(C)c2OC1C(F)(F)F, CCO, [Na+], [OH-]. Yields the product CCc1cc(C)c2c(c1)C=C(C(=O)O)C(C(F)(F)F)O2. As a reaction SMILES: [CH2:1]([CH3:2])[c:3]1[cH:4][c:5]2[c:10]([c:11]([CH3:13])[cH:12]1)[O:9][CH:8]([C:14]([F:15])([F:16])[F:17])[C:7]([C:18](=[O:19])[O:20][CH2:21][CH3:22])=[CH:6]2.[CH3:25][CH2:26][OH:27].[Na+:24].[OH-:23]>>[CH2:1]([CH3:2])[c:3]1[cH:4][c:5]2[c:10]([c:11]([CH3:13])[cH:12]1)[O:9][CH:8]([C:14]([F:15])([F:16])[F:17])[C:7]([C:18](=[O:19])[OH:20])=[CH:6]2. Reactants: ClC=1C=CC=2C=CC(=NC2C1)C. The reagents and catalysts are O1B(OC(C)(C)C1(C)C)B2OC(C)(C)C(O2)(C)C, N=1C=CC(=CC1C=2N=CC=C(C2)C(C)(C)C)C(C)(C)C, C[OH2+].C[OH2+].C1CC=CCCC=C1.C1CC=CCCC=C1.[Ir].[Ir]. Solvent: O(C)C(C)(C)C. Reaction conditions: temperature 100 celsius, time 1.5 hour. Yields the product ClC=1C=CC2=C(N=C(C=C2B3OC(C)(C)C(O3)(C)C)C)C1, ClC=1C=C2N=C(C=CC2=C(C1)B3OC(C)(C)C(O3)(C)C)C. Yield: 11.0%. Procedure details: General  procedure  A  was  applied  to  7-chloro-2-methylquinoline  (177  mg.  1.00mmol).  The  reaction afforded  a 65:35  mixture  of  2  monoborylated  productsat  92%  conversion,as  determined  by  GC-MS. Purification  by  silica  gel  flash-column  chromatography  with  gradient  elution  of  MeOH/DCM  from  0.5 -12.5% over 25 column volumes, afforded a mixture of 7-chloro-2-methylquinoline and 7-chloro-2-methyl-5-(4,4,5,5-tetramethyl-[1,3,2]dioxaborolan-2-yl)quinolineas   yellow   oil.  ... Reactants: CS(=O)(=O)Cl, CCN(C(C)C)C(C)C, ClCCl, Cl, O=C(c1ccccc1)C1CCNCC1. Product: CS(=O)(=O)N1CCC(C(=O)c2ccccc2)CC1. As a reaction SMILES: [CH3:25][S:26]([Cl:27])(=[O:28])=[O:29].[CH:1]([N:2]([CH2:3][CH3:4])[CH:5]([CH3:6])[CH3:7])([CH3:8])[CH3:9].[Cl:30][CH2:31][Cl:32].[ClH:10].[c:11]1([C:17](=[O:18])[CH:19]2[CH2:20][CH2:21][NH:22][CH2:23][CH2:24]2)[cH:12][cH:13][cH:14][cH:15][cH:16]1>>[c:11]1([C:17](=[O:18])[CH:19]2[CH2:20][CH2:21][N:22]([S:26]([CH3:25])(=[O:28])=[O:29])[CH2:23][CH2:24]2)[cH:12][cH:13][cH:14][cH:15][cH:16]1.